Dataset: the Open Reaction Database (ORD), a public repository of structured organic reaction records. Task: describe an organic reaction: reactants, conditions, products, and yield Starting materials: BrC1=C(C=C(N)C=C1)Cl (4-bromo-3-chloroaniline), FC(C1=CC=C(C=C1)B(O)O)(F)F ((4-(trifluoromethyl)phenyl)boronic acid), C(=O)([O-])[O-].[Na+].[Na+] (Na2CO3). Reagents/catalysts: C1=CC=C(C=C1)P([C-]2C=CC=C2)C3=CC=CC=C3.C1=CC=C(C=C1)P([C-]2C=CC=C2)C3=CC=CC=C3.Cl[Pd]Cl.[Fe+2] (Pd(dppf)Cl2). Run in O1CCOCC1 (1,4-dioxane), CCOC(=O)C (EtOAc). Conditions: temperature 90 celsius. The product is ClC1=C(C=CC(=C1)N)C1=CC=C(C=C1)C(F)(F)F (2-chloro-4′-(trifluoromethyl)-[1,1′-biphenyl]-4-amine). Reaction SMILES: Br[C:2]1[CH:8]=[CH:7][C:5]([NH2:6])=[CH:4][C:3]=1[Cl:9].[F:10][C:11]([F:22])([F:21])[C:12]1[CH:17]=[CH:16][C:15](B(O)O)=[CH:14][CH:13]=1.C([O-])([O-])=O.[Na+].[Na+]>O1CCOCC1.CCOC(C)=O.C1C=CC(P(C2C=CC=CC=2)[C-]2C=CC=C2)=CC=1.C1C=CC(P(C2C=CC=CC=2)[C-]2C=CC=C2)=CC=1.Cl[Pd]Cl.[Fe+2]>[Cl:9][C:3]1[CH:4]=[C:5]([NH2:6])[CH:7]=[CH:8][C:2]=1[C:15]1[CH:16]=[CH:17][C:12]([C:11]([F:22])([F:21])[F:10])=[CH:13][CH:14]=1 |f:2.3.4,7.8.9.10|. Reported procedure: 4-bromo-3-chloroaniline (2.1 g, 10.2 mmol), (4-(trifluoromethyl)phenyl)boronic acid (2.7 g, 14.2 mmol), Pd(dppf)Cl2 (744 mg, 1.0 mmol), 2M aqueous Na2CO3 (15.3 mL, 30.5 mmol) were dissolved in 1,4-dioxane (30 mL) and the resulting mixture was heated to 90° C. After 16 h the resulting mixture was cooled to room temperature, was diluted with EtOAc, washed with water and brine. The organic layer was dried (Na2SO4), concentrated and diethyl ether was added. The resulting precipitate was filtered and... Procedure details: 5-{3-[2-[4-(6-Chloro-pyridazin-3-yl)-benzyl]-4-(2,4-dichloro-phenyl)-imidazol-1-yl]-phenyl}-1,1-dioxo-2-(2-trimethylsilanyl-ethoxymethyl)-[1,2,5]thiadiazolidin-3-one (38 mg, 0.05 mmol) was treated as described in general procedure L using 2-cyclohexyl ethanol (35 μL, 0.25 mmol) to give 5-{3-[2-{-4-[6-(2-cyclohexyl-ethoxy)-pyridazin-3-yl]-benzyl}-4-(2,4-dichloro-phenyl)-imidazol-1-yl]-phenyl}-1,1-dioxo-2-(2-trimethylsilanyl-ethoxymethyl)-[1,2,5]thiadiazolidin-3-one. Reaction SMILES: Cl[C:2]1[N:7]=[N:6][C:5]([C:8]2[CH:49]=[CH:48][C:11]([CH2:12][C:13]3[N:14]([C:26]4[CH:27]=[C:28]([N:32]5[S:36](=[O:38])(=[O:37])[N:35]([CH2:39][O:40][CH2:41][CH2:42][Si:43]([CH3:46])([CH3:45])[CH3:44])[C:34](=[O:47])[CH2:33]5)[CH:29]=[CH:30][CH:31]=4)[CH:15]=[C:16]([C:18]4[CH:23]=[CH:22][C:21]([Cl:24])=[CH:20][C:19]=4[Cl:25])[N:17]=3)=[CH:10][CH:9]=2)=[CH:4][CH:3]=1.[CH:50]1([CH2:56][CH2:57][OH:58])[CH2:55][CH2:54][CH2:53][CH2:52][CH2:51]1>>[CH:50]1([CH2:56][CH2:57][O:58][C:2]2[N:7]=[N:6][C:5]([C:8]3[CH:9]=[CH:10][C:11]([CH2:12][C:13]4[N:14]([C:26]5[CH:27]=[C:28]([N:32]6[S:36](=[O:37])(=[O:38])[N:35]([CH2:39][O:40][CH2:41][CH2:42][Si:43]([CH3:44])([CH3:46])[CH3:45])[C:34](=[O:47])[CH2:33]6)[CH:29]=[CH:30][CH:31]=5)[CH:15]=[C:16]([C:18]5[CH:23]=[CH:22][C:21]([Cl:24])=[CH:20][C:19]=5[Cl:25])[N:17]=4)=[CH:48][CH:49]=3)=[CH:4][CH:3]=2)[CH2:55][CH2:54][CH2:53][CH2:52][CH2:51]1. The product is C1(CCCCC1)CCOC1=CC=C(N=N1)C1=CC=C(CC=2N(C=C(N2)C2=C(C=C(C=C2)Cl)Cl)C=2C=C(C=CC2)N2CC(N(S2(=O)=O)COCC[Si](C)(C)C)=O)C=C1 (5-{3-[2-{-4-[6-(2-cyclohexyl-ethoxy)-pyridazin-3-yl]-benzyl}-4-(2,4-dichloro-phenyl)-imidazol-1-yl]-phenyl}-1,1-dioxo-2-(2-trimethylsilanyl-ethoxymethyl)-[1,2,5]thiadiazolidin-3-one). Reactants: ClC1=CC=C(N=N1)C1=CC=C(CC=2N(C=C(N2)C2=C(C=C(C=C2)Cl)Cl)C=2C=C(C=CC2)N2CC(N(S2(=O)=O)COCC[Si](C)(C)C)=O)C=C1 (5-{3-[2-[4-(6-Chloro-pyridazin-3-yl)-benzyl]-4-(2,4-dichloro-phenyl)-imidazol-1-yl]-phenyl}-1,1-dioxo-2-(2-trimethylsilanyl-ethoxymethyl)-[1,2,5]thiadiazolidin-3-one), C1(CCCCC1)CCO (2-cyclohexyl ethanol).